Dataset: the Open Reaction Database (ORD), a public repository of structured organic reaction records. Task: describe an organic reaction: reactants, conditions, products, and yield The reactants are N1=CN=C(C2=NC=CN=C12)NCCC1=CC=C(C=C1)O (4-[2-(pteridin-4-ylamino)ethyl]phenol), CS(=O)C (DMSO), ClC1=NC=C(C=C1)C(F)(F)F (2-chloro-5-trifluoromethylpyridine), C(=O)([O-])[O-].[K+].[K+] (K2CO3). Solvent: O (H2O). Conditions: temperature 80 celsius. The product is N1=CN=C(C2=NC=CN=C12)NCCC1=CC=C(C=C1)OC1=NC=C(C=C1)C(F)(F)F (pteridin-4-yl-{2-[4-(5-trifluoromethylpyridin-2-yloxy)-phenyl]-ethyl}-amine). Yield: 88.4%. Reaction SMILES: [N:1]1[C:10]2[C:5](=[N:6][CH:7]=[CH:8][N:9]=2)[C:4]([NH:11][CH2:12][CH2:13][C:14]2[CH:19]=[CH:18][C:17]([OH:20])=[CH:16][CH:15]=2)=[N:3][CH:2]=1.CS(C)=O.Cl[C:26]1[CH:31]=[CH:30][C:29]([C:32]([F:35])([F:34])[F:33])=[CH:28][N:27]=1.C([O-])([O-])=O.[K+].[K+]>O>[N:1]1[C:10]2[C:5](=[N:6][CH:7]=[CH:8][N:9]=2)[C:4]([NH:11][CH2:12][CH2:13][C:14]2[CH:19]=[CH:18][C:17]([O:20][C:26]3[CH:31]=[CH:30][C:29]([C:32]([F:35])([F:34])[F:33])=[CH:28][N:27]=3)=[CH:16][CH:15]=2)=[N:3][CH:2]=1 |f:3.4.5|. Procedure details: To a solution of 4-[2-(pteridin-4-ylamino)ethyl]phenol (270 mg, 1.0 mmol) and dry DMSO (5 mL) was added 2-chloro-5-trifluoromethylpyridine (155 mg, 0.85 mmol) and K2CO3 (280 mg, 2.0 mmol). This mixture was heated to 80° C. for 3 h, cooled to ambient temperature, poured into H2O (20 mL) and extracted with CH2Cl2 (20 mL). The CH2Cl2 solution was washed with H2O (2×10 mL), dried with Na2SO4, and the solution was filtered. The solution was concentrated in vacuo, redissolved in a minimum volume of CH...